Dataset: the Open Reaction Database (ORD), a public repository of structured organic reaction records. Task: describe an organic reaction: reactants, conditions, products, and yield Yields the product O=C(CCCCBr)N1CCc2ccccc21. The reactants are O=C(Cl)CCCCBr, c1ccc2c(c1)CCN2. Reaction SMILES: [Br:10][CH2:11][CH2:12][CH2:13][CH2:14][C:15](=[O:16])[Cl:17].[CH2:1]1[CH2:2][c:3]2[cH:4][cH:5][cH:6][cH:7][c:8]2[NH:9]1>>[CH2:1]1[CH2:2][c:3]2[cH:4][cH:5][cH:6][cH:7][c:8]2[N:9]1[C:15]([CH2:14][CH2:13][CH2:12][CH2:11][Br:10])=[O:16]. RXN SMILES: [CH3:29][C:30](=[O:31])[OH:32].[CH3:33][C:34]([O:35][C:36](=[O:37])[CH3:38])=[O:39].[Cl+3:24]([O-:25])([OH:26])([O-:27])[O-:28].[OH:1][C:2]1([C:22]#[N:23])[C:3]2([CH3:4])[CH:5]([CH2:6][CH2:7]1)[CH:8]1[CH2:9][CH2:10][C:11]3=[CH:12][C:13](=[O:21])[CH2:14][CH2:15][C:16]3([CH3:17])[CH:18]1[CH2:19][CH2:20]2>>[OH:1][C:2]1([C:22]([NH2:23])=[O:25])[C:3]2([CH3:4])[CH:5]([CH2:6][CH2:7]1)[CH:8]1[CH2:9][CH2:10][C:11]3=[CH:12][C:13](=[O:21])[CH2:14][CH2:15][C:16]3([CH3:17])[CH:18]1[CH2:19][CH2:20]2. Product: CC12CCC(=O)C=C1CCC1C2CCC2(C)C1CCC2(O)C(N)=O. Starting materials: CC(=O)O, CC(=O)OC(C)=O, [O-][Cl+3]([O-])([O-])O, CC12CCC(=O)C=C1CCC1C2CCC2(C)C1CCC2(O)C#N. Reactants: C=C(OCC)[Sn](CCCC)(CCCC)CCCC, Clc1ccc2c(Cl)nncc2c1, [Cu]I, CN(C)C=O. The product is C=C(OCC)c1nncc2cc(Cl)ccc12. As a reaction SMILES: [CH2:13]([Sn:14]([CH2:15][CH2:16][CH2:17][CH3:23])([C:18](=[CH2:19])[O:20][CH2:21][CH3:22])[CH2:24][CH2:25][CH2:26][CH3:27])[CH2:28][CH2:29][CH3:30].[Cl:1][c:2]1[n:3][n:4][cH:5][c:6]2[cH:7][c:8]([Cl:12])[cH:9][cH:10][c:11]12.[Cu:36][I:37].[O:31]=[CH:32][N:33]([CH3:34])[CH3:35]>>[c:2]1([C:18](=[CH2:19])[O:20][CH2:21][CH3:22])[n:3][n:4][cH:5][c:6]2[cH:7][c:8]([Cl:12])[cH:9][cH:10][c:11]12. Reaction SMILES: [C:2]([O:3][C:4](=[O:5])[N:9]1[CH2:10][CH2:11][n:12]2[c:13]1[c:14]([NH:29][S:30](=[O:31])(=[O:32])[C:33]1([CH2:36][CH:37]([CH2:38][OH:39])[OH:40])[CH2:34][CH2:35]1)[c:15]([NH:20][c:21]1[c:22]([F:28])[cH:23][c:24]([Br:27])[cH:25][cH:26]1)[c:16]([CH3:19])[c:17]2=[O:18])([CH3:6])([CH3:7])[CH3:8].[CH2:41]1[O:42][CH2:43][CH2:44][CH2:45]1.[ClH:1]>>[NH:9]1[CH2:10][CH2:11][n:12]2[c:13]1[c:14]([NH:29][S:30](=[O:31])(=[O:32])[C:33]1([CH2:36][CH:37]([CH2:38][OH:39])[OH:40])[CH2:34][CH2:35]1)[c:15]([NH:20][c:21]1[c:22]([F:28])[cH:23][c:24]([Br:27])[cH:25][cH:26]1)[c:16]([CH3:19])[c:17]2=[O:18]. Yields the product Cc1c(Nc2ccc(Br)cc2F)c(NS(=O)(=O)C2(CC(O)CO)CC2)c2n(c1=O)CCN2. Starting materials: Cc1c(Nc2ccc(Br)cc2F)c(NS(=O)(=O)C2(CC(O)CO)CC2)c2n(c1=O)CCN2C(=O)OC(C)(C)C, C1CCOC1, Cl. The reactants are C(#N)[C@H](C1=CC(=CC=C1)OC1=CC=CC=C1)O ((S)α-cyano-3-phenoxy-benzyl alcohol), N1=CC=CC=C1 (pyridine), C1(CCCCC1)N=C=NC1CCCCC1 (dicyclohexylcarbodiimide), CC1([C@@H]([C@@H]1\C=C(/C(=O)OCCC)\Br)C(=O)O)C ((1R,cis) 2,2-dimethyl-3(E)-[2-bromo-2-propoxycarbonyl-ethenyl]-cyclopropane-1-carboxylic acid). The reagents and catalysts are CN(C1=CC=NC=C1)C (4-dimethylamino-pyridine). The solvent is C(Cl)Cl (methylene chloride). Run at time 10 minute. The product is CC1([C@@H]([C@@H]1\C=C\C(=O)OCCC)C(=O)O[C@@H](C1=CC(=CC=C1)OC1=CC=CC=C1)C#N)C ((S)α-cyano-3-phenoxy-benzyl (1R,cis) 2,2-dimethyl-3(E)-[2-propoxycarbonyl-ethenyl]-cyclopropane-1-carboxylate), mixture. Isolated yield 20.1%. RXN SMILES: N1C=CC=CC=1.C1(N=C=NC2CCCCC2)CCCCC1.[CH3:22][C:23]1([CH3:38])[C@@H:25](/[CH:26]=[C:27](/Br)\[C:28]([O:30][CH2:31][CH2:32][CH3:33])=[O:29])[C@H:24]1[C:35]([OH:37])=[O:36].[C:39]([C@@H:41](O)[C:42]1[CH:47]=[CH:46][CH:45]=[C:44]([O:48][C:49]2[CH:54]=[CH:53][CH:52]=[CH:51][CH:50]=2)[CH:43]=1)#[N:40]>C(Cl)Cl.CN(C)C1C=CN=CC=1>[CH3:22][C:23]1([CH3:38])[C@@H:25](/[CH:26]=[CH:27]/[C:28]([O:30][CH2:31][CH2:32][CH3:33])=[O:29])[C@H:24]1[C:35]([O:37][C@H:41]([C:39]#[N:40])[C:42]1[CH:47]=[CH:46][CH:45]=[C:44]([O:48][C:49]2[CH:50]=[CH:51][CH:52]=[CH:53][CH:54]=2)[CH:43]=1)=[O:36]. Reported procedure: 0.9 ml of pyridine and 2 g of dicyclohexylcarbodiimide were added to a solution of 2.6 g of the product of Step A in 40 ml of methylene chloride and the mixture was stirred for 10 minutes. 2 g of (S)α-cyano-3-phenoxy-benzyl alcohol were added to the mixture which was stirred for 10 minutes after which 25 mg of 4-dimethylamino-pyridine were added thereto. The mixture was stirred for 90 minutes and was filtered and the filtrate was evaporated to dryness under reduced pressure. The residue was chro...